describe an organic reaction: reactants, conditions, products, and yield From a dataset of the Open Reaction Database (ORD), a public repository of structured organic reaction records. Starting materials: OCCN1C(C=2C(C1=O)=CC=CC2)=O (N-(2-hydroxyethyl)phthalimide), CC1=CC(=O)OC(O1)(C)C (2,2,6-trimethyl-1,3-dioxen-4-one). The reagents and catalysts are C1(=CC=C(C=C1)S(=O)(=O)O)C (p-toluenesulfonic acid). Solvent: C1(=CC=CC=C1)C (toluene). The product is C(CC(=O)C)(=O)OCCN1C(C=2C(C1=O)=CC=CC2)=O (2-phthalimidoethyl acetoacetate). The yield is 76.4%. Reaction SMILES: [OH:1][CH2:2][CH2:3][N:4]1[C:8](=[O:9])[C:7]2=[CH:10][CH:11]=[CH:12][CH:13]=[C:6]2[C:5]1=[O:14].[CH3:15][C:16]1[O:22]C(C)(C)O[C:18](=[O:19])[CH:17]=1>C1(C)C=CC=CC=1.C1(C)C=CC(S(O)(=O)=O)=CC=1>[C:18]([O:1][CH2:2][CH2:3][N:4]1[C:8](=[O:9])[C:7]2=[CH:10][CH:11]=[CH:12][CH:13]=[C:6]2[C:5]1=[O:14])(=[O:19])[CH2:17][C:16]([CH3:15])=[O:22]. Reported procedure: A solution of 10.0 g (52.3 mmol) of N-(2-hydroxyethyl)phthalimide, 8.84 ml (67.7 mmol) of 2,2,6-trimethyl-1,3-dioxen-4-one, and 10 mg of p-toluenesulfonic acid in 50 ml of toluene is heated at reflux under N2 for 4 hr. The solvent is removed under vacuum and the dark-colored residue is flash chromatographed on silica gel (1:1 hexane-EtOAc). The resulting product is recrystallized from EtOAc to give 11.0 g of 2-phthalimidoethyl acetoacetate. Starting materials: COc1ccccc1, CS(=O)(=O)O, O=S(c1ccc(Oc2ccccc2)cc1)c1ccc(Oc2ccccc2)cc1, O. Yields the product CS(=O)(=O)[O-], COc1ccc([S+](c2ccc(Oc3ccccc3)cc2)c2ccc(Oc3ccccc3)cc2)cc1. Reaction SMILES: [CH3:29][O:30][c:31]1[cH:32][cH:33][cH:34][cH:35][cH:36]1.[CH3:37][S:38](=[O:39])(=[O:40])[OH:41].[O:1]([c:2]1[cH:3][cH:4][cH:5][cH:6][cH:7]1)[c:8]1[cH:9][cH:10][c:11]([S:14](=[O:15])[c:16]2[cH:17][cH:18][c:19]([O:22][c:23]3[cH:24][cH:25][cH:26][cH:27][cH:28]3)[cH:20][cH:21]2)[cH:12][cH:13]1.[OH2:42]>>[CH3:37][S:38](=[O:39])(=[O:40])[O-:41].[O:1]([c:2]1[cH:3][cH:4][cH:5][cH:6][cH:7]1)[c:8]1[cH:9][cH:10][c:11]([S+:14]([c:16]2[cH:17][cH:18][c:19]([O:22][c:23]3[cH:24][cH:25][cH:26][cH:27][cH:28]3)[cH:20][cH:21]2)[c:34]2[cH:33][cH:32][c:31]([O:30][CH3:29])[cH:36][cH:35]2)[cH:12][cH:13]1. Reactants: FC1=C(C=CC(=C1)F)NC1=CC(=C(C=C1)C(=O)C1=C(C=CC(=C1)N1N=NC(=C1)CCO)C)C ([4-(2,4-Difluoro-phenylamino)-2-methyl-phenyl]-{5-[4-(2-hydroxy-ethyl)-[1,2,3]triazol-1-yl]-2-methyl-phenyl}-methanone), BrC1=CC(=C(C=C1)C(=O)C1=C(C=CC(=C1)N1N=NC(=C1)CCO)C)C ((4-Bromo-2-methyl-phenyl)-{5-[4-(2-hydroxy-ethyl)-[1,2,3]triazol-1-yl]-2-methyl-phenyl}-methanone), CC=1C=C(C=CC1C)N (3,4-dimethyl-phenylamine). Product: CC=1C=C(C=CC1C)NC1=CC(=C(C=C1)C(=O)C1=C(C=CC(=C1)N1N=NC(=C1)CCO)C)C ([4-(3,4-Dimethyl-phenylamino)-2-methyl-phenyl]-{5-[4-(2-hydroxy-ethyl)-[1,2,3]triazol-1-yl]-2-methyl-phenyl}-methanone). Reaction SMILES: FC1C=C(F)C=CC=1[NH:9][C:10]1[CH:15]=[CH:14][C:13]([C:16](C2C=C(N3C=C(CCO)N=N3)C=CC=2C)=O)=[C:12]([CH3:33])[CH:11]=1.Br[C:35]1[CH:40]=[CH:39][C:38]([C:41]([C:43]2[CH:48]=[C:47]([N:49]3[CH:53]=[C:52]([CH2:54][CH2:55][OH:56])[N:51]=[N:50]3)[CH:46]=[CH:45][C:44]=2[CH3:57])=[O:42])=[C:37]([CH3:58])[CH:36]=1.CC1C=C(N)C=CC=1C>>[CH3:33][C:12]1[CH:11]=[C:10]([NH:9][C:35]2[CH:40]=[CH:39][C:38]([C:41]([C:43]3[CH:48]=[C:47]([N:49]4[CH:53]=[C:52]([CH2:54][CH2:55][OH:56])[N:51]=[N:50]4)[CH:46]=[CH:45][C:44]=3[CH3:57])=[O:42])=[C:37]([CH3:58])[CH:36]=2)[CH:15]=[CH:14][C:13]=1[CH3:16]. Procedure: The reaction was carried out similarly as described in the preparation of compound 148, using compound 452 (0.13 mmol) and 3,4-dimethyl-phenylamine (0.13 mmol). The crude product was purified by continuous gradient flash chromatography using MeOH/DCM/petroleum ether (40-60) 0:50:50, 0:100:0 and 5:95:0 as the eluent to afford the title compound as yellow solid. 13C NMR (DMSO-d6) δ 196.0, 148.9, 145.7, 142.7, 142.3, 138.4, 137.1, 135.5, 135.1, 134.4, 132.0, 130.5, 130.2, 125.4, 121.9, 120.7, 120.2... The reactants are CC(C)(C)O, C=CC(=O)OC(C)(C)C, CCOCC, C[N+](=O)[O-]. Yields the product CC(C)(C)OC(=O)CCC[N+](=O)[O-]. Reaction SMILES: [C:14]([OH:15])([CH3:16])([CH3:17])[CH3:18].[C:5]([CH3:6])([CH3:7])([CH3:8])[O:9][C:10]([CH:11]=[CH2:12])=[O:13].[CH3:19][CH2:20][O:21][CH2:22][CH3:23].[N+:1](=[O:2])([O-:3])[CH3:4]>>[N+:1](=[O:2])([O-:3])[CH2:4][CH2:12][CH2:11][C:10]([O:9][C:5]([CH3:6])([CH3:7])[CH3:8])=[O:13].